Dataset: the Open Reaction Database (ORD), a public repository of structured organic reaction records. Task: describe an organic reaction: reactants, conditions, products, and yield The reactants are OP(=O)(O)O (H3PO4), O=C1C=C(CC(C)(C)C1)C (isophorone), COC([O-])=O.C(CCC)[N+](C)(C)C (butyltrimethylammonium methylcarbonate), mixture, C#N (HCN), O=C1C=C(CC(C)(C)C1)C (isophorone). Product: O=C1C=C(CC(C)(C)C1)C (isophorone), C(#N)C1(CC(CC(C1)(C)C)=O)C (3-cyano-3,5,5-trimethylcyclohexanone). As a reaction SMILES: [O:1]=[C:2]1[CH2:9][C:6]([CH3:8])([CH3:7])[CH2:5][C:4]([CH3:10])=[CH:3]1.COC(=O)[O-].C([N+](C)(C)C)CCC.[CH:24]#[N:25].OP(O)(O)=O>>[O:1]=[C:2]1[CH2:9][C:6]([CH3:8])([CH3:7])[CH2:5][C:4]([CH3:10])=[CH:3]1.[C:24]([C:4]1([CH3:10])[CH2:5][C:6]([CH3:8])([CH3:7])[CH2:9][C:2](=[O:1])[CH2:3]1)#[N:25] |f:1.2|. Procedure: To 622 g (4.5 mol) of isophorone in the presence of 4.14 g (0.02mol) of butyltrimethylammonium methylcarbonate there are added 288.3 g of a mixture of 3 mol of HCN and 1.5 mol of isophorone over a period of 120 min and at a temperature of 115° C. Following neutralization with 4 g of H3PO4 the mixture is distilled. There are obtained 424.3 g of isophorone and 478.3 g of 3-cyano-3,5,5-trimethylcyclohexanone. This is equivalent to a yield of 98.8% based on converted isophorone and 96.5% based on HC...